From a dataset of the Open Reaction Database (ORD), a public repository of structured organic reaction records. describe an organic reaction: reactants, conditions, products, and yield Run in O (Water). Starting materials: Cl.C(C)OC(=O)C1CCN(CC1)CCC=C1C2=C(CCC3=C1C=CC=C3)C=CC=C2 (1-(3-(10,11-dihydro-5H-dibenz[a,d]cyclohepten-5-ylidene)-1-propyl)-4-piperidinecarboxylic acid ethyl ester hydrochloride), C(C)O (ethanol), [OH-].[Na+] (sodium hydroxide), Cl (hydrochloric acid). Reported procedure: A mixture of the above ester (0.105 g, 0.27 mmol), ethanol (15 ml) and 1 N sodium hydroxide (10 ml) was heated at reflux temperature for 3 h and then cooled to room temperature. Water (75 ml) was added, and the mixture was acidified with 5 N hydrochloric acid and extracted with dichloromethane (3×75 ml), dried (MgSO4) and evaporated in vacuo. The resulting foam was crystallised from acetone affording 0.080 g of the title compound as crystals. RXN SMILES: [ClH:1].C([O:4][C:5]([CH:7]1[CH2:12][CH2:11][N:10]([CH2:13][CH2:14][CH:15]=[C:16]2[C:22]3[CH:23]=[CH:24][CH:25]=[CH:26][C:21]=3[CH2:20][CH2:19][C:18]3[CH:27]=[CH:28][CH:29]=[CH:30][C:17]2=3)[CH2:9][CH2:8]1)=[O:6])C.C(O)C.[OH-].[Na+].Cl>O>[ClH:1].[CH:26]1[C:21]2[CH2:20][CH2:19][C:18]3[CH:27]=[CH:28][CH:29]=[CH:30][C:17]=3[C:16](=[CH:15][CH2:14][CH2:13][N:10]3[CH2:9][CH2:8][CH:7]([C:5]([OH:6])=[O:4])[CH2:12][CH2:11]3)[C:22]=2[CH:23]=[CH:24][CH:25]=1 |f:0.1,3.4,7.8|. Yields the product Cl.C1=CC=CC=2C(C3=C(CCC21)C=CC=C3)=CCCN3CCC(CC3)C(=O)O (1-(3-(10,11-Dihydro-5H-dibenzo[a,d]cyclohepten-5-ylidene)-1-propyl)-4-piperidinecarboxylic acid hydrochloride). The reactants are C(=O)(O)C12CCC(CC1)(CC2)NCC(=O)N2[C@@H](C[C@@H](C2)F)C#N ((2S,4S)-1-[[N-(4-carboxybicyclo[2.2.2]oct-1-yl)amino]acetyl]-4-fluoropyrrolidine-2-carbonitrile), FC(C1=CC=C(CBr)C=C1)(F)F (4-trifluoromethylbenzyl bromide). The product is F[C@H]1C[C@H](N(C1)C(CNC12CCC(CC1)(CC2)C(=O)OCC2=CC=C(C=C2)C(F)(F)F)=O)C#N ((2S,4S)-4-fluoro-1-[[N-[4-(4-trifluoromethylbenzyl)oxycarbonyl bicyclo[2.2.2]oct-1-yl]amino]acetyl]pyrrolidine-2-carbonitrile). The yield is 74.5%. Reaction SMILES: [C:1]([C:4]12[CH2:11][CH2:10][C:7]([NH:12][CH2:13][C:14]([N:16]3[CH2:20][C@@H:19]([F:21])[CH2:18][C@H:17]3[C:22]#[N:23])=[O:15])([CH2:8][CH2:9]1)[CH2:6][CH2:5]2)([OH:3])=[O:2].[F:24][C:25]([F:35])([F:34])[C:26]1[CH:33]=[CH:32][C:29]([CH2:30]Br)=[CH:28][CH:27]=1>>[F:21][C@@H:19]1[CH2:20][N:16]([C:14](=[O:15])[CH2:13][NH:12][C:7]23[CH2:10][CH2:11][C:4]([C:1]([O:3][CH2:30][C:29]4[CH:28]=[CH:27][C:26]([C:25]([F:24])([F:34])[F:35])=[CH:33][CH:32]=4)=[O:2])([CH2:9][CH2:8]2)[CH2:5][CH2:6]3)[C@H:17]([C:22]#[N:23])[CH2:18]1. Reported procedure: In a similar manner to Example 8, (2S,4S)-1-[[N-(4-carboxybicyclo[2.2.2]oct-1-yl)amino]acetyl]-4-fluoropyrrolidine-2-carbonitrile (20.0 mg) and 4-trifluoromethylbenzyl bromide (16.2 mg) were used to obtain (2S,4S)-4-fluoro-1-[[N-[4-(4-trifluoromethylbenzyl)oxycarbonyl bicyclo[2.2.2]oct-1-yl]amino]acetyl]pyrrolidine-2-carbonitrile (22.2 mg). Starting materials: CC(C)(C)OC(=O)N1CCN(S(=O)(=O)c2ccc3cc(Cl)ccc3c2)CC1CCO, BrC(Br)(Br)Br, ClCCl, [Na+], [Na+], O=S([O-])[O-], c1ccc(P(c2ccccc2)c2ccccc2)cc1. The product is CC(C)(C)OC(=O)N1CCN(S(=O)(=O)c2ccc3cc(Cl)ccc3c2)CC1CCBr. RXN SMILES: [C:1]([CH3:2])([CH3:3])([CH3:4])[O:5][C:6](=[O:7])[N:8]1[CH:9]([CH2:28][CH2:29][OH:30])[CH2:10][N:11]([S:14](=[O:15])(=[O:16])[c:17]2[cH:18][c:19]3[cH:20][cH:21][c:22]([Cl:27])[cH:23][c:24]3[cH:25][cH:26]2)[CH2:12][CH2:13]1.[C:31]([Br:32])([Br:33])([Br:34])[Br:35].[CH2:61]([Cl:62])[Cl:63].[Na+:59].[Na+:60].[S:55]([O-:56])([O-:57])=[O:58].[c:36]1([P:37]([c:38]2[cH:39][cH:40][cH:41][cH:42][cH:43]2)[c:44]2[cH:45][cH:46][cH:47][cH:48][cH:49]2)[cH:50][cH:51][cH:52][cH:53][cH:54]1>>[C:1]([CH3:2])([CH3:3])([CH3:4])[O:5][C:6](=[O:7])[N:8]1[CH:9]([CH2:28][CH2:29][Br:32])[CH2:10][N:11]([S:14](=[O:15])(=[O:16])[c:17]2[cH:18][c:19]3[cH:20][cH:21][c:22]([Cl:27])[cH:23][c:24]3[cH:25][cH:26]2)[CH2:12][CH2:13]1.